From a dataset of the Open Reaction Database (ORD), a public repository of structured organic reaction records. describe an organic reaction: reactants, conditions, products, and yield As a reaction SMILES: [CH3:1][O:2][CH:3]([CH:4]([CH2:5][OH:6])[CH3:7])[CH:8]([CH:9]([CH:10]=[CH:11][Sn:12]([CH2:13][CH2:14][CH2:15][CH3:16])([CH2:17][CH2:18][CH2:19][CH3:20])[CH2:21][CH2:22][CH2:23][CH3:24])[O:25][CH3:26])[CH3:27].[CH3:28][N+:29]1([O-:30])[CH2:31][CH2:32][O:33][CH2:34][CH2:35]1.[CH3:39][CH2:40][CH2:41][N+:42]([CH2:43][CH2:44][CH3:45])([CH2:46][CH2:47][CH3:48])[CH2:49][CH2:50][CH3:51].[Cl:36][CH2:37][Cl:38].[O:52]=[Ru:53](=[O:54])([O-:55])=[O:56]>>[CH3:1][O:2][CH:3]([CH:4]([CH:5]=[O:6])[CH3:7])[CH:8]([CH:9]([CH:10]=[CH:11][Sn:12]([CH2:13][CH2:14][CH2:15][CH3:16])([CH2:17][CH2:18][CH2:19][CH3:20])[CH2:21][CH2:22][CH2:23][CH3:24])[O:25][CH3:26])[CH3:27]. Starting materials: CCCC[Sn](C=CC(OC)C(C)C(OC)C(C)CO)(CCCC)CCCC, C[N+]1([O-])CCOCC1, CCC[N+](CCC)(CCC)CCC, ClCCl, O=[Ru](=O)(=O)[O-]. Yields the product CCCC[Sn](C=CC(OC)C(C)C(OC)C(C)C=O)(CCCC)CCCC. Reactants: Brc1nn2ccnc2s1, ClCCl, Nc1ccc(F)cc1. The product is Fc1ccc(Nc2nn3ccnc3s2)cc1. As a reaction SMILES: [Br:1][c:2]1[n:3][n:4]2[c:5]([s:6]1)[n:7][cH:8][cH:9]2.[Cl:18][CH2:19][Cl:20].[NH2:10][c:11]1[cH:12][cH:13][c:14]([F:15])[cH:16][cH:17]1>>[c:2]1([NH:10][c:11]2[cH:12][cH:13][c:14]([F:15])[cH:16][cH:17]2)[n:3][n:4]2[c:5]([s:6]1)[n:7][cH:8][cH:9]2. The reactants are CO[SiH](OC)OC (trimethoxysilane), C(=C)C1CC2C(CC1)O2 (1-vinyl-3,4-epoxycyclohexane), carboxylic acid, 0f. Reagents/catalysts: [H+].[H+].Cl[Pt-2](Cl)(Cl)(Cl)(Cl)Cl (chloroplatinic acid). Reaction conditions: temperature 89 celsius, time 18 minute. Yields the product O1C2CC(CCC21)CC[Si](OC)(OC)OC (2-(3,4-epoxycyclohexyl)ethyltrimethoxysilane). Yield: 90.0%. RXN SMILES: [CH:1]([CH:3]1[CH2:8][CH2:7][CH:6]2[O:9][CH:5]2[CH2:4]1)=[CH2:2].[CH3:10][O:11][SiH:12]([O:15][CH3:16])[O:13][CH3:14]>[H+].[H+].Cl[Pt-2](Cl)(Cl)(Cl)(Cl)Cl>[O:9]1[CH:6]2[CH:5]1[CH2:4][CH:3]([CH2:1][CH2:2][Si:12]([O:15][CH3:16])([O:13][CH3:14])[O:11][CH3:10])[CH2:8][CH2:7]2 |f:2.3.4|. Reported procedure: The apparatus of Example B was charged with 148.8 g (1.2 mol) of 1-vinyl-3,4-epoxycyclohexane, 1.3 g of a carboxylic acid promoter, and 0.15 ml 0f 10% chloroplatinic acid catalyst solution. The flask contents were heated to 89° C. and dropwise addition of 122.8 g (1.0 mol) of trimethoxysilane was begun. The reaction temperature was controlled at 90°-95° C. with an ice bath. Reaction was maintained at that temperature for half an hour after completion of addition, which took 18 minutes. Analysis ... Starting materials: O=C1Cc2cc(Br)ccc2N1, CCN(CC)CCCc1ccc2[nH]c(C=O)cc2c1, CCO. Product: CCN(CC)CCCc1ccc2[nH]c(C=C3C(=O)Nc4ccc(Br)cc43)cc2c1. Reaction SMILES: [Br:1][c:2]1[cH:3][c:4]2[c:8]([cH:9][cH:10]1)[NH:7][C:6](=[O:11])[CH2:5]2.[CH2:12]([CH3:13])[N:14]([CH2:15][CH2:16][CH2:17][c:18]1[cH:19][c:20]2[cH:21][c:22]([CH:27]=[O:28])[nH:23][c:24]2[cH:25][cH:26]1)[CH2:29][CH3:30].[CH3:31][CH2:32][OH:33]>>[Br:1][c:2]1[cH:3][c:4]2[c:8]([cH:9][cH:10]1)[NH:7][C:6](=[O:11])[C:5]2=[CH:27][c:22]1[cH:21][c:20]2[cH:19][c:18]([CH2:17][CH2:16][CH2:15][N:14]([CH2:12][CH3:13])[CH2:29][CH3:30])[cH:26][cH:25][c:24]2[nH:23]1.